From a dataset of the Open Reaction Database (ORD), a public repository of structured organic reaction records. describe an organic reaction: reactants, conditions, products, and yield Reactants: C(C)OC1=C(C=C(C=C1)OC)OC (4-ethoxy-1,3-dimethoxybenzene), FC(C(=O)O)(F)F (TFA), C(=O)([O-])[O-].[K+].[K+] (K2CO3), C1N2CN3CN1CN(C2)C3 (hexamethylenetetramine), FC(C(=O)O)(F)F (trifluoroacetic acid), Ice water. Run at time 20 minute. Product: C(C)C1=C(C=C(C(C=O)=C1)OC)OC (5-Ethyl-4-methoxy-o-anisaldehyde). Isolated yield 53.7%. Reaction SMILES: C1N2CN3CN(C2)CN1C3.C(O[C:14]1[CH:19]=[CH:18][C:17]([O:20][CH3:21])=[CH:16][C:15]=1[O:22][CH3:23])C.[C:24]([O-:27])([O-])=O.[K+].[K+].F[C:31](F)(F)[C:32](O)=O>>[CH2:31]([C:18]1[CH:19]=[C:14]([CH:24]=[O:27])[C:15]([O:22][CH3:23])=[CH:16][C:17]=1[O:20][CH3:21])[CH3:32] |f:2.3.4|. Procedure details: To a solution of hexamethylenetetramine (HMTA)(6.75 g, 48.1 mmol) in trifluoroacetic acid (TFA)(40 ml) heated at reflux was added a solution of 4-ethoxy-1,3-dimethoxybenzene, (4.0 g, 24.1 mmol) in TFA (40 ml) dropwise over 90 min. The reaction mixture was heated at reflux for 2 h. The dark solution was concentrated in vacuo with mild heating leaving a dark red syrup. Ice water was added to the syrup until it became cloudy, then stirred at room temperature for 20 min. The mixture was basified wit... Reactants: COC(=O)c1sc(C2=CCC3(CC2)OCCO3)cc1N(C(=O)C1CCC(C)CC1)C1CCC(O)CC1, CO. Yields the product COC(=O)c1sc(C2CCC3(CC2)OCCO3)cc1N(C(=O)C1CCC(C)CC1)C1CCC(O)CC1. As a reaction SMILES: [CH3:1][O:2][C:3](=[O:4])[c:5]1[s:6][c:7]([C:27]2=[CH:28][CH2:29][C:30]3([O:31][CH2:32][CH2:33][O:34]3)[CH2:35][CH2:36]2)[cH:8][c:9]1[N:10]([C:11](=[O:12])[CH:13]1[CH2:14][CH2:15][CH:16]([CH3:19])[CH2:17][CH2:18]1)[CH:20]1[CH2:21][CH2:22][CH:23]([OH:26])[CH2:24][CH2:25]1.[CH3:37][OH:38]>>[CH3:1][O:2][C:3](=[O:4])[c:5]1[s:6][c:7]([CH:27]2[CH2:28][CH2:29][C:30]3([O:31][CH2:32][CH2:33][O:34]3)[CH2:35][CH2:36]2)[cH:8][c:9]1[N:10]([C:11](=[O:12])[CH:13]1[CH2:14][CH2:15][CH:16]([CH3:19])[CH2:17][CH2:18]1)[CH:20]1[CH2:21][CH2:22][CH:23]([OH:26])[CH2:24][CH2:25]1. The reactants are (+)-(4aR)-(10bR)-4-methyl-10b-methyl-1,2,3,4,4a,5,6,10b-octahydrobenzo[f]quinolin-3-one 8-boronic acid, O.BrC=1C=C2C(C(NC2=CC1)=O)=O (5-bromoisatin hydrate), C([O-])([O-])=O.[Na+].[Na+] (sodium carbonate), C1CCOC1 (THF). Reagents/catalysts: [Pd].C1(=CC=CC=C1)P(C1=CC=CC=C1)C1=CC=CC=C1.C1(=CC=CC=C1)P(C1=CC=CC=C1)C1=CC=CC=C1.C1(=CC=CC=C1)P(C1=CC=CC=C1)C1=CC=CC=C1.C1(=CC=CC=C1)P(C1=CC=CC=C1)C1=CC=CC=C1 (tetrakis (triphenylphosphine) palladium (0)). Isolated yield 15.0%. Solvent: C(C)(=O)OCC (ethyl acetate). Yields the product CN1C(CC[C@@]2(C3=C(CC[C@@H]12)C=C(C=C3)C=3C=C1C(C(NC1=CC3)=O)=O)C)=O ((+)-(4aR)-(10bR)-4-methyl-8-(2,3-dioxo-5-indolinyl)-10b-methyl-1,2,3,4,4a,5,6,10b-octahydrobenzo[f]quinolin-3-one). Reported procedure: A 15 mL round bottom flask was charged with (+)-(4aR)-(10bR)-4-methyl-10b-methyl-1,2,3,4,4a,5,6,10b-octahydrobenzo[f]quinolin-3-one-8-boronic acid (178 mg, 0.65 mmol), tetrakis (triphenylphosphine) palladium (0) (23 mg, 0.02 mmol), 5-bromoisatin hydrate (159 mg, 0.65 mmol), 0.65 mL of 2M sodium carbonate and 2 mL of THF, fitted with a reflux condenser, and the stirred mixture was heated at 80 , under nitrogen, for 24 h. The mixture was cooled, diluted with ethyl acetate (75 mL) and washed with b... RXN SMILES: O.Br[C:3]1[CH:4]=[C:5]2[C:9](=[CH:10][CH:11]=1)[NH:8][C:7](=[O:12])[C:6]2=[O:13].[C:14](=[O:17])([O-])[O-].[Na+].[Na+].[CH2:20]1[CH2:24]O[CH2:22][CH2:21]1>C(OCC)(=O)C.[Pd].C1(P(C2C=CC=CC=2)C2C=CC=CC=2)C=CC=CC=1.C1(P(C2C=CC=CC=2)C2C=CC=CC=2)C=CC=CC=1.C1(P(C2C=CC=CC=2)C2C=CC=CC=2)C=CC=CC=1.C1(P(C2C=CC=CC=2)C2C=CC=CC=2)C=CC=CC=1>[CH3:9][N:8]1[C@H:7]2[C@@:20]([CH3:24])([C:20]3[CH:24]=[CH:4][C:3]([C:3]4[CH:4]=[C:5]5[C:9](=[CH:10][CH:11]=4)[NH:8][C:7](=[O:12])[C:6]5=[O:13])=[CH:11][C:21]=3[CH2:22][CH2:6]2)[CH2:21][CH2:22][C:14]1=[O:17] |f:0.1,2.3.4,7.8.9.10.11|. Reactants: ClC=1C=C(C=CC1)NC1=NN(C(C1)=O)C1=CC=CC=C1 (3-(3-chlorophenylamino)-1-phenyl-2-pyrazolin-5-one), C(CC(=O)C)(=O)OCC (ethyl acetoacetate). Run in C(C)(=O)O (acetic acid). Run at temperature 150 celsius, time 20 minute. The product is ClC=1C=C(C=CC1)N1C2=C(C(=CC1=O)C)C(N(N2)C2=CC=CC=C2)=O (7-(3-chlorophenyl)-2-phenyl-4-methylpyrazolo[3,4-b]pyridine-3,6-dione). Yield: 32.8%. As a reaction SMILES: [Cl:1][C:2]1[CH:3]=[C:4]([NH:8][C:9]2[CH2:13][C:12](=[O:14])[N:11]([C:15]3[CH:20]=[CH:19][CH:18]=[CH:17][CH:16]=3)[N:10]=2)[CH:5]=[CH:6][CH:7]=1.[C:21](OCC)(=[O:26])[CH2:22][C:23]([CH3:25])=O>C(O)(=O)C>[Cl:1][C:2]1[CH:3]=[C:4]([N:8]2[C:21](=[O:26])[CH:22]=[C:23]([CH3:25])[C:13]3[C:12](=[O:14])[N:11]([C:15]4[CH:16]=[CH:17][CH:18]=[CH:19][CH:20]=4)[NH:10][C:9]2=3)[CH:5]=[CH:6][CH:7]=1. Procedure details: To 5.7 g of 3-(3-chlorophenylamino)-1-phenyl-2-pyrazolin-5-one were added 30 ml of acetic acid and 4 g of ethyl acetoacetate and the solution was heated at a bath temperature of 150° C. for 10 hours and 20 minutes while stirring. Any insoluble matter was collected by filtration while hot, washed with isopropanol, and air-dried to obtain 2.3 g of 7-(3-chlorophenyl)-2-phenyl-4-methylpyrazolo[3,4-b]pyridine-3,6-dione having a melting point of 278° to 282° C. Starting materials: Cl.CC1=C(N=C(N1)CC(=O)C1=CC=CC=C1)CCC (2-(5-Methyl-4-propyl-1H-imidazol-2-yl)-1-phenylethanone hydrochloride), C[O-].[Na+] (sodium methylate), C(C#C)(=O)OC (methyl propiolate). Product: C(C1=CC=CC=C1)(=O)C1=C2N(C(C=C1)=O)C(=C(N2)CCC)C (8-Benzoyl-3-methyl-2-propylimidazo[1,2-a]pyridin-5(1H)-one). RXN SMILES: Cl.[CH3:2][C:3]1[NH:7][C:6]([CH2:8][C:9]([C:11]2[CH:16]=[CH:15][CH:14]=[CH:13][CH:12]=2)=[O:10])=[N:5][C:4]=1[CH2:17][CH2:18][CH3:19].C[O-].[Na+].[C:23](OC)(=[O:26])[C:24]#[CH:25]>>[C:9]([C:8]1[CH:25]=[CH:24][C:23](=[O:26])[N:7]2[C:3]([CH3:2])=[C:4]([CH2:17][CH2:18][CH3:19])[NH:5][C:6]=12)(=[O:10])[C:11]1[CH:16]=[CH:15][CH:14]=[CH:13][CH:12]=1 |f:0.1,2.3|. Procedure details: The compound is prepared as described in example 25 with 300 mg (1.08 mmol) of 2-(5-Methyl-4-propyl-1H-imidazol-2-yl)-1-phenylethanone hydrochloride (example XX), 60 mg (1.11 mmol) of sodium methylate and 90.5 mg (1.08 mmol) methyl propiolate. Reactants: O=C1CCC(=O)N1Br, O=C(OOC(=O)c1ccccc1)c1ccccc1, ClC(Cl)(Cl)Cl, Cc1ccc(-c2nc3ccccc3o2)cc1F. Product: Fc1cc(-c2nc3ccccc3o2)ccc1CBr. As a reaction SMILES: [Br:18][N:19]1[C:20](=[O:21])[CH2:22][CH2:23][C:24]1=[O:25].[C:26]([O:27][O:28][C:29](=[O:30])[c:31]1[cH:32][cH:33][cH:34][cH:35][cH:36]1)(=[O:37])[c:38]1[cH:39][cH:40][cH:41][cH:42][cH:43]1.[C:44]([Cl:45])([Cl:46])([Cl:47])[Cl:48].[F:1][c:2]1[cH:3][c:4](-[c:9]2[o:10][c:11]3[c:12]([n:13]2)[cH:14][cH:15][cH:16][cH:17]3)[cH:5][cH:6][c:7]1[CH3:8]>>[F:1][c:2]1[cH:3][c:4](-[c:9]2[o:10][c:11]3[c:12]([n:13]2)[cH:14][cH:15][cH:16][cH:17]3)[cH:5][cH:6][c:7]1[CH2:8][Br:18].